From a dataset of the Open Reaction Database (ORD), a public repository of structured organic reaction records. describe an organic reaction: reactants, conditions, products, and yield Starting materials: CC(C)CCO, COc1ccc(C(=O)N2CCNCC2)cc1OC, COc1cc2cnc(Cl)nc2cc1OC. The product is COc1ccc(C(=O)N2CCN(c3ncc4cc(OC)c(OC)cc4n3)CC2)cc1OC. As a reaction SMILES: [CH2:34]([OH:35])[CH2:36][CH:37]([CH3:38])[CH3:39].[CH3:1][O:2][c:3]1[cH:4][c:5]([C:6](=[O:7])[N:8]2[CH2:9][CH2:10][NH:11][CH2:12][CH2:13]2)[cH:14][cH:15][c:16]1[O:17][CH3:18].[Cl:19][c:20]1[n:21][c:22]2[cH:23][c:24]([O:32][CH3:33])[c:25]([O:30][CH3:31])[cH:26][c:27]2[cH:28][n:29]1>>[CH3:1][O:2][c:3]1[cH:4][c:5]([C:6](=[O:7])[N:8]2[CH2:9][CH2:10][N:11]([c:20]3[n:21][c:22]4[cH:23][c:24]([O:32][CH3:33])[c:25]([O:30][CH3:31])[cH:26][c:27]4[cH:28][n:29]3)[CH2:12][CH2:13]2)[cH:14][cH:15][c:16]1[O:17][CH3:18]. The reactants are poly-2,2'(bis-trifluoromethyl)-4,4'-biphenylene carboxamide, S.[Na] (sodium hydrogen sulfide), FC(C1=C(C=CC(C1)(C(=O)O)N)C1=C(C=CC=C1)C(F)(F)F)(F)F (2,2'-bis(trifluoromethyl)-4-amino-4-biphenylcarboxylic acid), FC(C1=C(C=CC(=C1)[N+](=O)[O-])C1=C(C=C(C=C1)[N+](=O)[O-])C(F)(F)F)(F)F (2,2'-bis(trifluoromethyl)-4,4'-dinitro-biphenyl). Product: FC(C1=C(C=CC(=C1)[N+](=O)[O-])C1=C(C=C(C=C1)N)C(F)(F)F)(F)F (2,2'-bis(trifluoromethyl)-4-nitro-4'-amino-biphenyl). RXN SMILES: FC(F)(F)C1CC(N)(C(O)=O)C=CC=1C1C=CC=CC=1C(F)(F)F.[F:25][C:26]([F:50])([F:49])[C:27]1[CH:32]=[C:31]([N+:33]([O-:35])=[O:34])[CH:30]=[CH:29][C:28]=1[C:36]1[CH:41]=[CH:40][C:39]([N+:42]([O-])=O)=[CH:38][C:37]=1[C:45]([F:48])([F:47])[F:46].S.[Na]>>[F:25][C:26]([F:49])([F:50])[C:27]1[CH:32]=[C:31]([N+:33]([O-:35])=[O:34])[CH:30]=[CH:29][C:28]=1[C:36]1[CH:41]=[CH:40][C:39]([NH2:42])=[CH:38][C:37]=1[C:45]([F:46])([F:47])[F:48] |f:2.3,^1:51|. Procedure details: This example illustrates the preparation of poly-2,2'(bis-trifluoromethyl)-4,4'-biphenylene carboxamide, i.e., a polymer having the following recurring structural units: ##STR51## The polymer was prepared by polymerization (as described hereinafter) of the monomer 2,2'-bis(trifluoromethyl)-4-amino-4-biphenylcarboxylic acid having the structure ##STR52## This monomer was prepared from 2,2'-bis(trifluoromethyl)-4,4'-dinitro-biphenyl by partial reduction using sodium hydrogen sulfide to provide 2,2... The reactants are O=C(O)C(=O)O, C1CCOC1, Cl, CCOC(=O)C1CCN(c2cncc(OC(=O)N3CCC(Oc4ccc(OCc5cccc(F)c5)cc4)CC3)c2)CC1, [Na+], [OH-]. Yields the product O=C(O)C(=O)O, O=C(O)C1CCN(c2cncc(OC(=O)N3CCC(Oc4ccc(OCc5cccc(F)c5)cc4)CC3)c2)CC1. As a reaction SMILES: [C:3]([C:4](=[O:5])[OH:6])(=[O:7])[OH:8].[CH2:52]1[O:53][CH2:54][CH2:55][CH2:56]1.[ClH:51].[F:9][c:10]1[cH:11][c:12]([CH2:13][O:14][c:15]2[cH:16][cH:17][c:18]([O:19][CH:20]3[CH2:21][CH2:22][N:23]([C:26](=[O:27])[O:28][c:29]4[cH:30][n:31][cH:32][c:33]([N:35]5[CH2:36][CH2:37][CH:38]([C:41](=[O:42])[O:43][CH2:44][CH3:45])[CH2:39][CH2:40]5)[cH:34]4)[CH2:24][CH2:25]3)[cH:46][cH:47]2)[cH:48][cH:49][cH:50]1.[Na+:2].[OH-:1]>>[C:3]([C:4](=[O:5])[OH:6])(=[O:7])[OH:8].[F:9][c:10]1[cH:11][c:12]([CH2:13][O:14][c:15]2[cH:16][cH:17][c:18]([O:19][CH:20]3[CH2:21][CH2:22][N:23]([C:26](=[O:27])[O:28][c:29]4[cH:30][n:31][cH:32][c:33]([N:35]5[CH2:36][CH2:37][CH:38]([C:41](=[O:42])[OH:43])[CH2:39][CH2:40]5)[cH:34]4)[CH2:24][CH2:25]3)[cH:46][cH:47]2)[cH:48][cH:49][cH:50]1. The reactants are CS(C)=O, CCCCCCC(O)CCl, N#C[Na]. The product is CCCCCCC(O)CC#N. Reaction SMILES: [CH3:14][S:15]([CH3:16])=[O:17].[Cl:4][CH2:5][CH:6]([CH2:7][CH2:8][CH2:9][CH2:10][CH2:11][CH3:12])[OH:13].[Na:1][C:2]#[N:3]>>[C:2](#[N:3])[CH2:5][CH:6]([CH2:7][CH2:8][CH2:9][CH2:10][CH2:11][CH3:12])[OH:13]. Reactants: O1CCOCC1.Cl (1,4-dioxane HCl), C([O-])(O)=O.[Na+] (sodium bicarbonate), CS(=O)(=O)NC=1C=C(C=CC1)C=1C=C2C(=NC1)N(C=C2C=2C=NN(C2)CC2=CC(=CC=C2)[N+](=O)[O-])C(=O)OC(C)(C)C (tert-butyl 5-(3-(methylsulfonamido)phenyl)-3-(1-(3-nitrobenzyl)-1H-pyrazol-4-yl)-1H-pyrrolo[2,3-b]pyridine-1-carboxylate), C(C)(=O)OCC (ethyl acetate). Yields the product [N+](=O)([O-])C=1C=C(CN2N=CC(=C2)C2=CNC3=NC=C(C=C32)C=3C=C(C=CC3)NS(=O)(=O)C)C=CC1 (N-(3-(3-(1-(3-nitrobenzyl)-1H-pyrazol-4-yl)-1H-pyrrolo[2,3-b]pyridin-5-yl)phenyl) methane sulfonamide). Solvent: CO (methanol), CCCCCC (hexane). Reaction SMILES: [CH3:1][S:2]([NH:5][C:6]1[CH:7]=[C:8]([C:12]2[CH:13]=[C:14]3[C:20]([C:21]4[CH:22]=[N:23][N:24]([CH2:26][C:27]5[CH:32]=[CH:31][CH:30]=[C:29]([N+:33]([O-:35])=[O:34])[CH:28]=5)[CH:25]=4)=[CH:19][N:18](C(OC(C)(C)C)=O)[C:15]3=[N:16][CH:17]=2)[CH:9]=[CH:10][CH:11]=1)(=[O:4])=[O:3].O1CCOCC1.Cl.C(OCC)(=O)C.C(=O)(O)[O-].[Na+]>CO.CCCCCC>[N+:33]([C:29]1[CH:28]=[C:27]([CH:32]=[CH:31][CH:30]=1)[CH2:26][N:24]1[CH:25]=[C:21]([C:20]2[C:14]3[C:15](=[N:16][CH:17]=[C:12]([C:8]4[CH:7]=[C:6]([NH:5][S:2]([CH3:1])(=[O:4])=[O:3])[CH:11]=[CH:10][CH:9]=4)[CH:13]=3)[NH:18][CH:19]=2)[CH:22]=[N:23]1)([O-:35])=[O:34] |f:1.2,4.5|. Procedure details: tert-butyl 5-(3-(methylsulfonamido)phenyl)-3-(1-(3-nitrobenzyl)-1H-pyrazol-4-yl)-1H-pyrrolo[2,3-b]pyridine-1-carboxylate (200 mg, 0.409 mmol) dissolved in 10 ml of methanol and added 1,4-dioxane/HCl (2 ml) at 0° C. and stirred at room temperature for 15 h. The reaction was monitored by TLC (30% ethyl acetate in hexane). The reaction mixture was concentrated under reduced pressure to afford crude product. The residue was basified with saturated sodium bicarbonate solution and extracted with ethyl... Reaction conditions: time 15 hour. Isolated yield 50.0%. Procedure details: (23.0 mg, 42%), from 5-fluoro-3-(1-methyl-1,2,3,6-tetrahydro-4-pyridinyl)-1H-indole (Example 4b, 29.4 mg, 0.128 mmol) and 4-t-butylphenylsulfonyl chloride (59.6 mg, 0.26 mmol); HRMS-FAB+ for C24H28N2O2SF calculated MH+ : 427.18555; found: 427.18680. Yields the product C(C)(C)(C)C1=CC=C(C=C1)S(=O)(=O)N1C=C(C2=CC(=CC=C12)F)C=1CCN(CC1)C (1-(4-t-Butylphenylsulfonyl)-5-fluoro-3-(1-methyl-1,2,3,6-tetrahydro-4-pyridinyl)indole). Reaction SMILES: [F:1][C:2]1[CH:3]=[C:4]2[C:8](=[CH:9][CH:10]=1)[NH:7][CH:6]=[C:5]2[C:11]1[CH2:12][CH2:13][N:14]([CH3:17])[CH2:15][CH:16]=1.[C:18]([C:22]1[CH:27]=[CH:26][C:25]([S:28](Cl)(=[O:30])=[O:29])=[CH:24][CH:23]=1)([CH3:21])([CH3:20])[CH3:19]>>[C:18]([C:22]1[CH:27]=[CH:26][C:25]([S:28]([N:7]2[C:8]3[C:4](=[CH:3][C:2]([F:1])=[CH:10][CH:9]=3)[C:5]([C:11]3[CH2:12][CH2:13][N:14]([CH3:17])[CH2:15][CH:16]=3)=[CH:6]2)(=[O:30])=[O:29])=[CH:24][CH:23]=1)([CH3:21])([CH3:19])[CH3:20]. The reactants are FC=1C=C2C(=CNC2=CC1)C=1CCN(CC1)C (5-fluoro-3-(1-methyl-1,2,3,6-tetrahydro-4-pyridinyl)-1H-indole), C(C)(C)(C)C1=CC=C(C=C1)S(=O)(=O)Cl (4-t-butylphenylsulfonyl chloride).